This data is from the Open Reaction Database (ORD), a public repository of structured organic reaction records. The task is: describe an organic reaction: reactants, conditions, products, and yield The reactants are C(C)C(CC)N1CCC(CC1)CC(=N)NO (2-((1-ethylpropyl)piperidin-4-yl)-N-hydroxyacetamidine), FC1=C(C(=O)Cl)C=CC(=C1)C(F)(F)F (2-fluoro-4-trifluoromethylbenzoyl chloride). Product: Cl.C(C)C(CC)N1CCC(CC1)CC1=NOC(=N1)C1=C(C=C(C=C1)C(F)(F)F)F (1-(1-Ethylpropyl)-4-{[5-(2-fluoro-4-trifluoromethylphenyl)[1,2,4]oxadiazol-3-yl]methyl}piperidine, hydrochloride). Reaction SMILES: [CH2:1]([CH:3]([N:6]1[CH2:11][CH2:10][CH:9]([CH2:12][C:13]([NH:15][OH:16])=[NH:14])[CH2:8][CH2:7]1)[CH2:4][CH3:5])[CH3:2].[F:17][C:18]1[CH:26]=[C:25]([C:27]([F:30])([F:29])[F:28])[CH:24]=[CH:23][C:19]=1[C:20]([Cl:22])=O>>[ClH:22].[CH2:1]([CH:3]([N:6]1[CH2:11][CH2:10][CH:9]([CH2:12][C:13]2[N:14]=[C:20]([C:19]3[CH:23]=[CH:24][C:25]([C:27]([F:28])([F:30])[F:29])=[CH:26][C:18]=3[F:17])[O:16][N:15]=2)[CH2:8][CH2:7]1)[CH2:4][CH3:5])[CH3:2] |f:2.3|. Procedure details: The title compound was prepared by a similar procedure to that described in Example 12, starting from 2-((1-ethylpropyl)piperidin-4-yl)-N-hydroxyacetamidine and 2-fluoro-4-trifluoromethylbenzoyl chloride. The reactants are NC1=CC=C(C=C1)S(=O)(=O)NC1=NC(=NC(=C1N)Cl)C(C)C (4-amino-N-(6-chloro-2-isopropyl-amino-pyrimidin-4-yl)-benzenesulfonamide), C(C)N (ethylamine). Run in C(C)O (ethanol), C(C)O (ethanol). Reaction conditions: temperature 130 celsius, time 4 hour. Product: NC1=CC=C(C=C1)S(=O)(=O)NC1=NC(=NC(=C1)NCC)NC(C)C (4-amino-N-(6-ethylamino-2-isopropylamino-pyrimidin-4-yl)-benzenesulfonamide). Yield: 85.7%. Reaction SMILES: [NH2:1][C:2]1[CH:7]=[CH:6][C:5]([S:8]([NH:11][C:12]2[C:17](N)=[C:16](Cl)[N:15]=[C:14](C(C)C)[N:13]=2)(=[O:10])=[O:9])=[CH:4][CH:3]=1.[CH2:23]([NH2:25])[CH3:24]>C(O)C>[NH2:1][C:2]1[CH:3]=[CH:4][C:5]([S:8]([NH:11][C:12]2[CH:17]=[C:16]([NH:25][CH2:23][CH3:24])[N:15]=[C:14]([NH:1][CH:2]([CH3:7])[CH3:3])[N:13]=2)(=[O:9])=[O:10])=[CH:6][CH:7]=1. Procedure details: 0.1 g (0.000293 mol) of 4-amino-N-(6-chloro-2-isopropyl-amino-pyrimidin-4-yl)-benzenesulfonamide was dissolved in 20 ml of ethanol, treated with 1.93 ml (0.0293 mol) of ethylamine and stirred in an autoclave at 130° C. for 4 hours. The reaction mixture was freed from solvent, the residue was suspended in 5 ml of ethanol and treated in an ultrasound bath for 15 min. The precipitate was filtered off, dissolved in 10 ml of 0.1N NaOH and filtered. The filtrate was adjusted to pH 6 with 0.1N HCl. The... The reactants are CC1CN(CC(O1)C)CC(C)O (2,6-dimethyl-N-(2-hydroxypropyl) morpholine), ClN (chloroamine). Yields the product Cl.ClCCN1CC(OC(C1)C)C (N-chloroethyl-2,6-dimethylmorpholine hydrochloride). As a reaction SMILES: [CH3:1][CH:2]1[O:7][CH:6]([CH3:8])[CH2:5][N:4]([CH2:9][CH:10](O)C)[CH2:3]1.[Cl:13]N>>[ClH:13].[Cl:13][CH2:10][CH2:9][N:4]1[CH2:3][CH:2]([CH3:1])[O:7][CH:6]([CH3:8])[CH2:5]1 |f:2.3|. Procedure details: An amount, 389.3 grams, of 2,6-dimethyl-N-(2-hydroxypropyl) morpholine (2.25 moles) was condensed with the free chloroamine obtained from 481.5 grams N-chloroethyl-2,6-dimethylmorpholine hydrochloride (2.25 moles) as described above to give 415.9 grams (58.8%) of the catalyst, bp 127°-129° C. at 0.3 mm of Hg. The structure was confirmed as that of the title compound by elemental analysis, calc. 64.9 C, 10.9 H, 8.9 N; found 64.4 C, 10.6 H, 8.9 N. Run in C1CCOC1 (THF). Starting materials: O(C1=CC=CC=C1)CC(=O)Cl (phenoxyacetyl chloride), [NH4+].[OH-] (NH4OH). Run at temperature 23 celsius, time 16 hour. Procedure details: To a solution of phenoxyacetyl chloride (6.18 g, 36.2 mmol) in 175 mL of THF was added 75 mL of NH4OH over 15 minutes. The reaction was stirred for 16 hours at 23° C. then concentrated under reduced pressure. The crude product was dissolved in 200 mL of EtOAc and washed with 100 mL of 2 N HCL, 100 mL NaHCO3, and 100 mL of brine. The organic phase was dried over Na2SO4 and concentrated. The product was purified by recrystallization from EtOAc/hexanes to provide 4.05 g (74% yield) of the desired p... Isolated yield 74.0%. Product: O(C1=CC=CC=C1)CC(=O)N (2-(Phenoxy)acetamide). Reaction SMILES: [O:1]([CH2:8][C:9](Cl)=[O:10])[C:2]1[CH:7]=[CH:6][CH:5]=[CH:4][CH:3]=1.[NH4+:12].[OH-]>C1COCC1>[O:1]([CH2:8][C:9]([NH2:12])=[O:10])[C:2]1[CH:7]=[CH:6][CH:5]=[CH:4][CH:3]=1 |f:1.2|. The reactants are CC(C)[Mg+], [Cl-], O=C1C(=O)N(Cc2ccc(Cl)s2)c2ccccc21, C1CCOC1, Oc1ccc(OCc2ccccc2)cc1. Yields the product O=C1N(Cc2ccc(Cl)s2)c2ccccc2C1(O)c1cc(OCc2ccccc2)ccc1O. As a reaction SMILES: [CH:17]([Mg+:18])([CH3:19])[CH3:20].[Cl-:16].[Cl:21][c:22]1[cH:23][cH:24][c:25]([CH2:27][N:28]2[C:29](=[O:38])[C:30](=[O:37])[c:31]3[cH:32][cH:33][cH:34][cH:35][c:36]32)[s:26]1.[O:39]1[CH2:40][CH2:41][CH2:42][CH2:43]1.[OH:1][c:2]1[cH:3][cH:4][c:5]([O:6][CH2:7][c:8]2[cH:9][cH:10][cH:11][cH:12][cH:13]2)[cH:14][cH:15]1>>[OH:1][c:2]1[c:3]([C:30]2([OH:37])[C:29](=[O:38])[N:28]([CH2:27][c:25]3[cH:24][cH:23][c:22]([Cl:21])[s:26]3)[c:36]3[c:31]2[cH:32][cH:33][cH:34][cH:35]3)[cH:4][c:5]([O:6][CH2:7][c:8]2[cH:9][cH:10][cH:11][cH:12][cH:13]2)[cH:14][cH:15]1.